This data is from the Open Reaction Database (ORD), a public repository of structured organic reaction records. The task is: describe an organic reaction: reactants, conditions, products, and yield Reactants: CI, O=C(O)c1c(C(F)(F)F)ccnc1F, [K+], [K+], O=C([O-])[O-], CN(C)C=O. Yields the product COC(=O)c1c(C(F)(F)F)ccnc1F. Reaction SMILES: [CH3:21][I:22].[F:1][c:2]1[n:3][cH:4][cH:5][c:6]([C:11]([F:12])([F:13])[F:14])[c:7]1[C:8](=[O:9])[OH:10].[K+:15].[K+:16].[O-:17][C:18]([O-:19])=[O:20].[O:23]=[CH:24][N:25]([CH3:26])[CH3:27]>>[F:1][c:2]1[n:3][cH:4][cH:5][c:6]([C:11]([F:12])([F:13])[F:14])[c:7]1[C:8](=[O:9])[O:10][CH3:18]. The reactants are FC(CCCC(=O)OC)C(C[C@@H]1[C@H]([C@@H](C[C@@H]1OC1OCCCC1)OC1OCCCC1)CCC(CCCCC)O)=O (methyl 5(RS)-fluoro-7-{(1R,2R,3R,5S)-2-[3(RS)-hydroxy-1-octyl]-3,5-bistetrahydropyranyloxycyclopentyl]-6-oxoheptanoate), CC(=O)C.OS(=O)(=O)O.O=[Cr](=O)=O (Jones reagent), resultant mixture. Solvent: CC(=O)C (acetone). The product is FC(CCCC(=O)OC)C(C[C@@H]1[C@H]([C@@H](C[C@@H]1OC1OCCCC1)OC1OCCCC1)CCC(CCCCC)=O)=O (methyl 5(RS)-fluoro-7-{(1R,2R,3R,5S)-2-[3-oxo-octyl]-3,5-bistetrahydropyranyloxycyclopentyl]-6-oxoheptanoate). Reaction SMILES: [F:1][CH:2]([C:10](=[O:40])[CH2:11][C@H:12]1[C@@H:16]([O:17][CH:18]2[CH2:23][CH2:22][CH2:21][CH2:20][O:19]2)[CH2:15][C@@H:14]([O:24][CH:25]2[CH2:30][CH2:29][CH2:28][CH2:27][O:26]2)[C@@H:13]1[CH2:31][CH2:32][CH:33]([OH:39])[CH2:34][CH2:35][CH2:36][CH2:37][CH3:38])[CH2:3][CH2:4][CH2:5][C:6]([O:8][CH3:9])=[O:7].CC(C)=O.OS(O)(=O)=O.O=[Cr](=O)=O>CC(C)=O>[F:1][CH:2]([C:10](=[O:40])[CH2:11][C@H:12]1[C@@H:16]([O:17][CH:18]2[CH2:23][CH2:22][CH2:21][CH2:20][O:19]2)[CH2:15][C@@H:14]([O:24][CH:25]2[CH2:30][CH2:29][CH2:28][CH2:27][O:26]2)[C@@H:13]1[CH2:31][CH2:32][C:33](=[O:39])[CH2:34][CH2:35][CH2:36][CH2:37][CH3:38])[CH2:3][CH2:4][CH2:5][C:6]([O:8][CH3:9])=[O:7] |f:1.2.3|. Procedure: To a solution of methyl 5(RS)-fluoro-6-oxo-7-{(1R,2R,3R,5S)-2-[3(RS)-hydroxy-1-octyl]-3,5-bis-tetrahydropyranyloxy-cyclopentyl]-6-oxo-heptanoate (54) (0.30 g) in acetone was added Jones reagent (2.60M, 0.6 ml) and the resultant mixture was stirred at -30° C. for 1.5 hours. The reaction mixture was treated in the conventional manner and the obtained crude product was subjected to silica gel column chromatography to give the title compound (55) as a mixture of diastereomers.